describe an organic reaction: reactants, conditions, products, and yield From a dataset of the Open Reaction Database (ORD), a public repository of structured organic reaction records. Starting materials: C(C)(C)(C)OC(=O)C=1N(C2=CC=C(C(=C2C1N=C=O)C)C(F)(F)F)C1=CSC=C1 (3-isocyanato-1-thiophen-3-yl-methyl-5-trifluoromethyl-1H-indole-2-carboxylic acid tert-butyl ester), COC(=O)C1=CSC=C1N (4-aminothiophene-3-carboxylic acid methyl ester), C(C)(=O)OCC (Ethyl acetate). Run in FC(F)(F)C1=CC=CC=C1 (trifluoromethylbenzene). Run at temperature 150 celsius. Product: C(C)(C)(C)OC(=O)C=1N(C2=CC=C(C(=C2C1NC(=O)NC1=CSC=C1C(=O)OC)C)C(F)(F)F)C1=CSC=C1 (3-[3-(4-methoxycarbonyl-thiophen-3-yl)-ureido]-1-thiophen-3-yl-methyl-5-trifluoromethyl-1H-indole-2-carboxylic acid tert-butyl ester). Isolated yield 59.0%. Reaction SMILES: [C:1]([O:5][C:6]([C:8]1[N:9]([C:25]2[CH:29]=[CH:28][S:27][CH:26]=2)[C:10]2[C:15]([C:16]=1[N:17]=[C:18]=[O:19])=[C:14]([CH3:20])[C:13]([C:21]([F:24])([F:23])[F:22])=[CH:12][CH:11]=2)=[O:7])([CH3:4])([CH3:3])[CH3:2].[CH3:30][O:31][C:32]([C:34]1[C:38]([NH2:39])=[CH:37][S:36][CH:35]=1)=[O:33].C(OCC)(=O)C>FC(C1C=CC=CC=1)(F)F>[C:1]([O:5][C:6]([C:8]1[N:9]([C:25]2[CH:29]=[CH:28][S:27][CH:26]=2)[C:10]2[C:15]([C:16]=1[NH:17][C:18]([NH:39][C:38]1[C:34]([C:32]([O:31][CH3:30])=[O:33])=[CH:35][S:36][CH:37]=1)=[O:19])=[C:14]([CH3:20])[C:13]([C:21]([F:23])([F:22])[F:24])=[CH:12][CH:11]=2)=[O:7])([CH3:4])([CH3:2])[CH3:3]. Procedure details: To a solution of 3-isocyanato-1-thiophen-3-yl-methyl-5-trifluoromethyl-1H-indole-2-carboxylic acid tert-butyl ester 1F (˜4.39 mmol) in trifluoromethylbenzene (10 mL) was added 4-aminothiophene-3-carboxylic acid methyl ester 1G (1.38 g, 8.79 mmol). The reaction mixture was heated in a microwave reactor at 150° C. for 20 minutes. Ethyl acetate (100 mL) was added and the organic layer was washed with 1 N hydrochloric acid and brine. The organic layer was dried over sodium sulfate. The organic solve... Starting materials: solid, C(C)(=O)OC1C[C@H](OC(C)=O)[C@H](OC(C)=O)CO1 (1,3,4-tri-O-acetyl-2-deoxy-D-erythro-pentopyranose), BrC=1NC2=C(N1)C=C(C(=C2)Cl)Cl (2-bromo-5,6-dichlorobenzimidazole), C/C(=N\[Si](C)(C)C)/O[Si](C)(C)C (N,O-bis(trimethylsilyl) acetamide), FC(S(=O)(=O)O[Si](C)(C)C)(F)F (trimethylsilyl trifluoromethanesulfonate), C([O-])(O)=O.[Na+] (sodium bicarbonate). The solvent is ClCCCl (1,2-dichloroethane). Conditions: temperature 50 celsius, time 0.5 hour. Product: BrC1=NC2=C(N1[C@@H]1C[C@H](OC(C)=O)[C@H](OC(C)=O)CO1)C=C(C(=C2)Cl)Cl (2-bromo-5,6-dichloro-1-(3,4-di-O-acetyl-2-deoxy-alpha-D-erythro-pentopyranosyl)-1H-benzimidazole). Yield: 52.0%. RXN SMILES: [Br:1][C:2]1[NH:3][C:4]2[CH:10]=[C:9]([Cl:11])[C:8]([Cl:12])=[CH:7][C:5]=2[N:6]=1.C/C(/O[Si](C)(C)C)=N\[Si](C)(C)C.FC(F)(F)S(O[Si](C)(C)C)(=O)=O.C(O[CH:41]1[O:54][CH2:53][C@@H:48]([O:49][C:50](=[O:52])[CH3:51])[C@@H:43]([O:44][C:45](=[O:47])[CH3:46])[CH2:42]1)(=O)C.C(=O)(O)[O-].[Na+]>ClCCCl>[Br:1][C:2]1[N:3]([C@H:41]2[O:54][CH2:53][C@@H:48]([O:49][C:50](=[O:52])[CH3:51])[C@@H:43]([O:44][C:45](=[O:47])[CH3:46])[CH2:42]2)[C:4]2[CH:10]=[C:9]([Cl:11])[C:8]([Cl:12])=[CH:7][C:5]=2[N:6]=1 |f:4.5|. Procedure details: As described in General Procedure III, 2-bromo-5,6-dichlorobenzimidazole (0.52 g, 2.0 mmol), N,O-bis(trimethylsilyl) acetamide (Aldrich, 0.53 ml, 2.2 mmol), and 1,2-dichloroethane (Aldrich Sure Seal, 20 ml) were combined and refluxed under nitrogen for 0.25 h. The solution was cooled to 50° C. and trimethylsilyl trifluoromethanesulfonate (Aldrich, 0.42 ml, 2.2 mmol) was added. Immediately, 0.51 g (2.0 mmol) solid 1,3,4-tri-O-acetyl-2-deoxy-D-erythro-pentopyranose (as prepared and described by R.... The reactants are ClC=1C=C(C2=C(NC=N2)C1)NC1=NC=C(C=C1)N1CCN(CC1)C1COC1 (6-Chloro-N-(5-(4-(oxetan-3-yl)piperazin-1-yl)pyridin-2-yl)-1H-benzo[d]imidazol-4-amine), C(C)(=O)OCC=1C(=NC=CC1B1OC(C(O1)(C)C)(C)C)N1C(C=2N(C=3CCCCC3C2)CC1)=O ((2-(1-oxo-3,4,6,7,8,9-hexahydropyrazino[1,2-a]indol-2(1H)-yl)-4-(4,4,5,5-tetramethyl-1,3,2-dioxaborolan-2-yl)pyridin-3-yl)methyl acetate), C([O-])([O-])=O.[K+].[K+] (potassium carbonate), C1(CCCCC1)P(C1CCCCC1)C1CCCCC1 (tricyclohexylphosphine). Reagents/catalysts: [Pd].[Pd].C(C1=CC=CC=C1)=CC(=O)C=CC1=CC=CC=C1.C(C1=CC=CC=C1)=CC(=O)C=CC1=CC=CC=C1.C(C1=CC=CC=C1)=CC(=O)C=CC1=CC=CC=C1 (tris(dibenzylideneacetone) dipalladium(0)). Run in O1CCOCC1 (dioxane), O (water). Yields the product OCC=1C(=NC=CC1C1=CC2=C(N=CN2)C(=C1)NC1=NC=C(C=C1)N1CCN(CC1)C1COC1)N1C(C=2N(C=3CCCCC3C2)CC1)=O (2-[3-(hydroxymethyl)-4-[7-[[5-[4-(oxetan-3-yl)piperazin-1-yl]-2-pyridyl]amino]-3H-benzimidazol-5-yl]-2-pyridyl]-3,4,6,7,8,9-hexahydropyrazino[1,2-a]indol-1-one). Isolated yield 14.9%. As a reaction SMILES: Cl[C:2]1[CH:3]=[C:4]([NH:11][C:12]2[CH:17]=[CH:16][C:15]([N:18]3[CH2:23][CH2:22][N:21]([CH:24]4[CH2:27][O:26][CH2:25]4)[CH2:20][CH2:19]3)=[CH:14][N:13]=2)[C:5]2[N:9]=[CH:8][NH:7][C:6]=2[CH:10]=1.C([O:31][CH2:32][C:33]1[C:34]([N:48]2[CH2:60][CH2:59][N:51]3[C:52]4[CH2:53][CH2:54][CH2:55][CH2:56][C:57]=4[CH:58]=[C:50]3[C:49]2=[O:61])=[N:35][CH:36]=[CH:37][C:38]=1B1OC(C)(C)C(C)(C)O1)(=O)C.C(=O)([O-])[O-].[K+].[K+].C1(P(C2CCCCC2)C2CCCCC2)CCCCC1>[Pd].[Pd].C(=CC(C=CC1C=CC=CC=1)=O)C1C=CC=CC=1.C(=CC(C=CC1C=CC=CC=1)=O)C1C=CC=CC=1.C(=CC(C=CC1C=CC=CC=1)=O)C1C=CC=CC=1.O1CCOCC1.O>[OH:31][CH2:32][C:33]1[C:34]([N:48]2[CH2:60][CH2:59][N:51]3[C:52]4[CH2:53][CH2:54][CH2:55][CH2:56][C:57]=4[CH:58]=[C:50]3[C:49]2=[O:61])=[N:35][CH:36]=[CH:37][C:38]=1[C:2]1[CH:3]=[C:4]([NH:11][C:12]2[CH:17]=[CH:16][C:15]([N:18]3[CH2:23][CH2:22][N:21]([CH:24]4[CH2:25][O:26][CH2:27]4)[CH2:20][CH2:19]3)=[CH:14][N:13]=2)[C:5]2[N:9]=[CH:8][NH:7][C:6]=2[CH:10]=1 |f:2.3.4,6.7.8.9.10|. Procedure details: A microwave vial equipped with a magnetic stirrer was charged with 118b (200 mg, 0.52 mmol), 3-(acetoxymethyl)-2-(1-oxo-3,4,6,7,8,9-hexahydropyrazino[1,2-a]indol-2(1H)-yl)pyridin-4-ylboronic acid 114e (545 mg, 0.78 mmol), potassium carbonate (216 mg, 1.56 mmol), tris(dibenzylideneacetone) dipalladium(0) (48 mg, 0.052 mmol), tricyclohexylphosphine (146 mg, 0.52 mmol), water (0.2 mL), and dioxane (10 mL). After bubbling nitrogen through the suspension for 10 minutes, the sealed vial was irradiated... Reactants: C(=O)([O-])[O-].[K+].[K+] (K2CO3), ClC=1C=C(C=C(C1)Cl)NCC(=O)N1CC2=CC=CC=C2C(C1)NC(C(F)(F)F)=O (N-(2-(2-(3,5-dichlorophenylamino)acetyl)-1,2,3,4-tetrahydroisoquinolin-4-yl)-2,2,2-trifluoroacetamide). The solvent is CO (MeOH). The product is ClC=1C=C(C=C(C1)Cl)NCC(=O)N1CC2=CC=CC=C2C(C1)N (2-(3,5-dichlorophenylamino)-1-(4-amino-3,4-dihydroisoquinolin-2(1H)-yl)ethanone). The yield is 34.3%. Reaction SMILES: [Cl:1][C:2]1[CH:3]=[C:4]([NH:9][CH2:10][C:11]([N:13]2[CH2:22][CH:21]([NH:23]C(=O)C(F)(F)F)[C:20]3[C:15](=[CH:16][CH:17]=[CH:18][CH:19]=3)[CH2:14]2)=[O:12])[CH:5]=[C:6]([Cl:8])[CH:7]=1.C([O-])([O-])=O.[K+].[K+]>CO>[Cl:8][C:6]1[CH:5]=[C:4]([NH:9][CH2:10][C:11]([N:13]2[CH2:22][CH:21]([NH2:23])[C:20]3[C:15](=[CH:16][CH:17]=[CH:18][CH:19]=3)[CH2:14]2)=[O:12])[CH:3]=[C:2]([Cl:1])[CH:7]=1 |f:1.2.3|. Procedure details: To a mixture of N-(2-(2-(3,5-dichlorophenylamino)acetyl)-1,2,3,4-tetrahydroisoquinolin-4-yl)-2,2,2-trifluoroacetamide (0.45 g, 1.0 mmol), in aq. MeOH (15 mL) was added K2CO3 (1.0 g, 6.0 mmol) and the reaction mixture was heated to reflux for 2.5 h. The reaction mixture was concentrated in vacuo to give a residue which was purified by column chromatography (silica gel, gradient MeOH in DCM) to give (0.120 g, 35%) of the titled intermediate. 1H NMR (DMSO-d6, 400 MHz): δ 7.30-7.19 (m, 3H), 7.05-6.9... The reactants are C(C)N(CCCN1N=C(C2=CC(=CC=C12)O)NCCCN(CC)CC)CC (1-(3-diethylaminopropyl)-3-(3-diethylaminopropylamino)-5-hydroxyindazole), Cl (hydrogen chloride), C(C)OCC (diethyl ether). Reaction SMILES: [CH2:1]([N:3]([CH2:26][CH3:27])[CH2:4][CH2:5][CH2:6][N:7]1[C:15]2[C:10](=[CH:11][C:12]([OH:16])=[CH:13][CH:14]=2)[C:9]([NH:17][CH2:18][CH2:19][CH2:20][N:21]([CH2:24][CH3:25])[CH2:22][CH3:23])=[N:8]1)[CH3:2].[ClH:28].C(OCC)C>C(O)C>[ClH:28].[ClH:28].[CH2:26]([N:3]([CH2:1][CH3:2])[CH2:4][CH2:5][CH2:6][N:7]1[C:15]2[C:10](=[CH:11][C:12]([OH:16])=[CH:13][CH:14]=2)[C:9]([NH:17][CH2:18][CH2:19][CH2:20][N:21]([CH2:22][CH3:23])[CH2:24][CH3:25])=[N:8]1)[CH3:27] |f:4.5.6|. Run in C(C)O (ethyl alcohol). Procedure details: In 50 ml of absolute ethyl alcohol was dissolved 4.5 g of the 1-(3-diethylaminopropyl)-3-(3-diethylaminopropylamino)-5-hydroxyindazole, and into the solution was introduced dried hydrogen chloride gas under cooling with ice. Then to the solution was added anhydrous diethyl ether to separate crystals. The crystals were obtained by filtration and dried to give 1-(3-diethylaminopropyl)-3-(3-diethylaminopropylamino)-5-hydroxyindazole dihydrochloride having the following analytical value. Yields the product Cl.Cl.C(C)N(CCCN1N=C(C2=CC(=CC=C12)O)NCCCN(CC)CC)CC (1-(3-diethylaminopropyl)-3-(3-diethylaminopropylamino)-5-hydroxyindazole dihydrochloride).